From a dataset of the Open Reaction Database (ORD), a public repository of structured organic reaction records. describe an organic reaction: reactants, conditions, products, and yield The reactants are ClC1=C2N=CN(C2=NC=N1)[C@H]1[C@H](OC(C)=O)[C@H](OC(C)=O)[C@H](O1)COCC (6-chloro-9-(2,3-di-O-acetyl-5-O-ethyl-β-D-ribofuranosyl)-purine), IC=1C=C(CN)C=CC1 (3-iodobenzylamine), Cl (HCl). Product: IC=1C=C(CNC=2C=3N=CN([C@H]4[C@H](O)[C@H](O)[C@@H](COCC)O4)C3N=CN2)C=CC1 (N6-(3-Iodobenzyl)-5′-O-Ethyladenosine). Reaction SMILES: Cl[C:2]1[N:10]=[CH:9][N:8]=[C:7]2[C:3]=1[N:4]=[CH:5][N:6]2[C@@H:11]1[O:23][C@H:22]([CH2:24][O:25][CH2:26][CH3:27])[C@@H:17]([O:18]C(=O)C)[C@H:12]1[O:13]C(=O)C.[I:28][C:29]1[CH:30]=[C:31]([CH:34]=[CH:35][CH:36]=1)[CH2:32][NH2:33].Cl>>[I:28][C:29]1[CH:30]=[C:31]([CH:34]=[CH:35][CH:36]=1)[CH2:32][NH:33][C:2]1[C:3]2[N:4]=[CH:5][N:6]([C:7]=2[N:8]=[CH:9][N:10]=1)[C@@H:11]1[O:23][C@H:22]([CH2:24][O:25][CH2:26][CH3:27])[C@@H:17]([OH:18])[C@H:12]1[OH:13]. Reported procedure: Method B. The reaction was carried out with 6-chloro-9-(2,3-di-O-acetyl-5-O-ethyl-β-D-ribofuranosyl)-purine (62, 367 mg, 0.92 mmol) and 3-iodobenzylamine.HCl (1.38 mmol, 372 mg). The mixture was purified by column chromatography (eluens 5% MeOH in CH2Cl2). Yield 339 mg (0.66 mmol, 72%), mp 164–166° C.; Rf 0.40 (10% MeOH in CH2Cl2). The product was re-crystallized from CH3CN; 1H NMR (DMSO-d6) δ 8.45 (bs, 1H, NH), 8.37 (s, 1H, H-8), 8.21 (s, 1H, H-2), 7.71 (s, 1H, CCHCI), 7.57 (d, 1H, J=7.90 Hz, C... Reactants: BrC1=NC(=CC=C1)OC1=CC=C(C=C1)CN1CCCC1 (2-bromo-6-(4-pyrrolidin-1-ylmethylphenoxy)pyridine), Cu, [NH4+].[OH-] (NH4OH). Run in [Cl-].[Na+].O (brine). Reaction conditions: temperature 100 celsius. The product is NC1=NC(=CC=C1)OC1=CC=C(C=C1)CN1CCCC1 (2-Amino-6-(4-pyrrolidin-1-ylmethylphenoxy)pyridine). Reaction SMILES: Br[C:2]1[CH:7]=[CH:6][CH:5]=[C:4]([O:8][C:9]2[CH:14]=[CH:13][C:12]([CH2:15][N:16]3[CH2:20][CH2:19][CH2:18][CH2:17]3)=[CH:11][CH:10]=2)[N:3]=1.[NH4+:21].[OH-]>[Cl-].[Na+].O>[NH2:21][C:2]1[CH:7]=[CH:6][CH:5]=[C:4]([O:8][C:9]2[CH:14]=[CH:13][C:12]([CH2:15][N:16]3[CH2:20][CH2:19][CH2:18][CH2:17]3)=[CH:11][CH:10]=2)[N:3]=1 |f:1.2,3.4.5|. Procedure details: A mixture of 2-bromo-6-(4-pyrrolidin-1-ylmethylphenoxy)pyridine (20 g) and Cu powder (1 g) in concentrated NH4OH (250 mL, aq) and IpOH (60 mL) was heated at 100° C. in a sealed flask for 48 h. After cooling to RT, brine (300 mL) was added and the mixture was extracted with EtOAc (3×200 mL). The combined organic layer was washed with brine (300 mL), dried over MgSO4, filtered and concentrated under reduced pressure. The residues were filtered through silica gel pad eluting with MeOH/CH2Cl2 (5%). ...